Dataset: the Open Reaction Database (ORD), a public repository of structured organic reaction records. Task: describe an organic reaction: reactants, conditions, products, and yield Yields the product COC(=O)c1ccc(Cn2cc(C=CC(=O)N3CCCC3)c3ccc(C=CC(=O)N4CCCC4)cc32)c(OC)c1. Reactants: COC(=O)c1ccc(CBr)c(OC)c1, CN(C)C=O, [H-], [Na+], O=C(C=Cc1ccc2c(C=CC(=O)N3CCCC3)c[nH]c2c1)N1CCCC1. Reaction SMILES: [CH3:30][O:31][C:32]([c:33]1[cH:34][c:35]([O:41][CH3:42])[c:36]([CH2:39][Br:40])[cH:37][cH:38]1)=[O:43].[CH3:44][N:45]([CH3:46])[CH:47]=[O:48].[H-:1].[Na+:2].[O:3]=[C:4]([CH:5]=[CH:6][c:7]1[cH:8][nH:9][c:10]2[cH:11][c:12]([CH:16]=[CH:17][C:18](=[O:19])[N:20]3[CH2:21][CH2:22][CH2:23][CH2:24]3)[cH:13][cH:14][c:15]12)[N:25]1[CH2:26][CH2:27][CH2:28][CH2:29]1>>[O:3]=[C:4]([CH:5]=[CH:6][c:7]1[cH:8][n:9]([CH2:39][c:36]2[c:35]([O:41][CH3:42])[cH:34][c:33]([C:32]([O:31][CH3:30])=[O:43])[cH:38][cH:37]2)[c:10]2[cH:11][c:12]([CH:16]=[CH:17][C:18](=[O:19])[N:20]3[CH2:21][CH2:22][CH2:23][CH2:24]3)[cH:13][cH:14][c:15]12)[N:25]1[CH2:26][CH2:27][CH2:28][CH2:29]1. The reactants are CCC(C)=O, COc1cc2c(-c3cc4cccnc4n3S(=O)(=O)c3ccc(C)cc3)cn(CCCCl)c2cc1OC, [I-], [Na+]. The product is COc1cc2c(-c3cc4cccnc4n3S(=O)(=O)c3ccc(C)cc3)cn(CCCI)c2cc1OC. RXN SMILES: [CH2:39]([C:40]([CH3:41])=[O:42])[CH3:43].[Cl:1][CH2:2][CH2:3][CH2:4][n:5]1[cH:6][c:7](-[c:18]2[cH:19][c:20]3[c:21]([n:22][cH:23][cH:24][cH:25]3)[n:26]2[S:27](=[O:28])(=[O:29])[c:30]2[cH:31][cH:32][c:33]([CH3:36])[cH:34][cH:35]2)[c:8]2[cH:9][c:10]([O:16][CH3:17])[c:11]([O:14][CH3:15])[cH:12][c:13]12.[I-:38].[Na+:37]>>[CH2:2]([CH2:3][CH2:4][n:5]1[cH:6][c:7](-[c:18]2[cH:19][c:20]3[c:21]([n:22][cH:23][cH:24][cH:25]3)[n:26]2[S:27](=[O:28])(=[O:29])[c:30]2[cH:31][cH:32][c:33]([CH3:36])[cH:34][cH:35]2)[c:8]2[cH:9][c:10]([O:16][CH3:17])[c:11]([O:14][CH3:15])[cH:12][c:13]12)[I:38]. The reactants are B(Br)(Br)Br (boron tribromide), COC1=CC=CC2=C1OC(=C2)C=2OC(=NN2)C (7-Methoxy-2-(5-methyl-1,3,4-oxadiazol-2-yl)benzo(b)furan), ice water. Run in ClCCl (dichloromethane). Conditions: temperature -8 celsius. Product: OC1=CC=CC2=C1OC(=C2)C=2OC(=NN2)C (7-hydroxy-2-(5-methyl-1,3,4-oxadiazol-2-yl)benzo(b)furan). The yield is 79.9%. As a reaction SMILES: C[O:2][C:3]1[C:8]2[O:9][C:10]([C:12]3[O:13][C:14]([CH3:17])=[N:15][N:16]=3)=[CH:11][C:7]=2[CH:6]=[CH:5][CH:4]=1.B(Br)(Br)Br>ClCCl>[OH:2][C:3]1[C:8]2[O:9][C:10]([C:12]3[O:13][C:14]([CH3:17])=[N:15][N:16]=3)=[CH:11][C:7]=2[CH:6]=[CH:5][CH:4]=1. Reported procedure: 7-Methoxy-2-(5-methyl-1,3,4-oxadiazol-2-yl)benzo(b)furan (2 g) was dissolved in dichloromethane (50 ml) and boron tribromide (2 ml) was added dropwise with stirring at −8° C. The mixture was then stirred for 1 hr under ice-cooling and the reaction mixture was poured into ice water and extracted with chloroform. The organic layer was dried over anhydrous sodium sulfate and concentrated under reduced pressure to give red crystals (1.5 g) of 7-hydroxy-2-(5-methyl-1,3,4-oxadiazol-2-yl)benzo(b)furan.... The reactants are CI, COCCOC, O=C1Cc2cc(Cl)c(N3CCCCC3)cc2O1. Yields the product CC1C(=O)Oc2cc(N3CCCCC3)c(Cl)cc21. Reaction SMILES: [CH3:18][I:19].[CH3:20][O:21][CH2:22][CH2:23][O:24][CH3:25].[Cl:1][c:2]1[c:3]([N:12]2[CH2:13][CH2:14][CH2:15][CH2:16][CH2:17]2)[cH:4][c:5]2[c:6]([cH:11]1)[CH2:7][C:8](=[O:10])[O:9]2>>[Cl:1][c:2]1[c:3]([N:12]2[CH2:13][CH2:14][CH2:15][CH2:16][CH2:17]2)[cH:4][c:5]2[c:6]([cH:11]1)[CH:7]([CH3:18])[C:8](=[O:10])[O:9]2.